From a dataset of the Open Reaction Database (ORD), a public repository of structured organic reaction records. describe an organic reaction: reactants, conditions, products, and yield Reactants: C1(=CC(=CC=C1)C1=NC(=C(C=C1Br)OC)OC)C1=CC=CC=C1 (2-(biphenyl-3-yl)-3-bromo-5,6-dimethoxypyridine), C1(=CC(=CC=C1)C=1C(=NC(=C(C1)OC)OC)Br)C1=CC=CC=C1 (3-(biphenyl-3-yl)-2-bromo-5,6-dimethoxypyridine). Reagents/catalysts: [C-]#N.[C-]#N.[Zn+2] (Zn(CN)2), [Zn] (Zn), C=1C=CC(=CC1)/C=C/C(=O)/C=C/C2=CC=CC=C2.C=1C=CC(=CC1)/C=C/C(=O)/C=C/C2=CC=CC=C2.C=1C=CC(=CC1)/C=C/C(=O)/C=C/C2=CC=CC=C2.[Pd].[Pd] (Pd2(dba)3), C1=CC=C(C=C1)P([C-]2C=CC=C2)C3=CC=CC=C3.C1=CC=C(C=C1)P([C-]2C=CC=C2)C3=CC=CC=C3.[Fe+2] (DPPF). Run in CC(=O)N(C)C (DMA). The product is C1(=CC(=CC=C1)C1=NC(=C(C=C1C#N)OC)OC)C1=CC=CC=C1 (2-(biphenyl-3-yl)-5,6-dimethoxypyridine-3-carbonitrile). Yield: 39.0%. RXN SMILES: [C:1]1([C:18]2[CH:23]=[CH:22][CH:21]=[CH:20][CH:19]=2)[CH:6]=[CH:5][CH:4]=[C:3]([C:7]2[C:12](Br)=[CH:11][C:10]([O:14][CH3:15])=[C:9]([O:16][CH3:17])[N:8]=2)[CH:2]=1.C1(C2C=CC=CC=2)C=CC=C(C2[C:31](Br)=[N:32]C(OC)=C(OC)C=2)C=1>[C-]#N.[C-]#N.[Zn+2].[Zn].C1C=CC(/C=C/C(/C=C/C2C=CC=CC=2)=O)=CC=1.C1C=CC(/C=C/C(/C=C/C2C=CC=CC=2)=O)=CC=1.C1C=CC(/C=C/C(/C=C/C2C=CC=CC=2)=O)=CC=1.[Pd].[Pd].C1C=CC(P(C2C=CC=CC=2)[C-]2C=CC=C2)=CC=1.C1C=CC(P(C2C=CC=CC=2)[C-]2C=CC=C2)=CC=1.[Fe+2].CC(N(C)C)=O>[C:1]1([C:18]2[CH:23]=[CH:22][CH:21]=[CH:20][CH:19]=2)[CH:6]=[CH:5][CH:4]=[C:3]([C:7]2[C:12]([C:31]#[N:32])=[CH:11][C:10]([O:14][CH3:15])=[C:9]([O:16][CH3:17])[N:8]=2)[CH:2]=1 |f:2.3.4,6.7.8.9.10,11.12.13|. Procedure: To the above mixture of 2-(biphenyl-3-yl)-3-bromo-5,6-dimethoxypyridine and 3-(biphenyl-3-yl)-2-bromo-5,6-dimethoxypyridine (50 mg, 0.135 mmol) were added, under argon, Zn(CN)2 (32 mg, 0.27 mmol), Zn powder (0.9 mg, 0.014 mmol), Pd2(dba)3 (12.4 mg, 0.014 mmol), DPPF (15 mg, 0.027 mmol), DMA (2 mL) and stirred at 120° C. for 3.5 h. Cooled to room temperature and filtered. Purification by preparative HPLC (10->85% CH3CN/H2O over 20 min, 0.05% added TFA) afforded 17 mg (39%) of 2-(biphenyl-3-yl)-5,... Starting materials: CNC, CN(C)C=O, CSC(N)=C(C#N)C#N. Yields the product CN(C)C(N)=C(C#N)C#N. As a reaction SMILES: [CH3:10][NH:11][CH3:12].[CH3:13][N:14]([CH3:15])[CH:16]=[O:17].[NH2:1][C:2](=[C:3]([C:4]#[N:5])[C:6]#[N:7])[S:8][CH3:9]>>[NH2:1][C:2](=[C:3]([C:4]#[N:5])[C:6]#[N:7])[N:11]([CH3:10])[CH3:12]. Reactants: N(N)C1=CC=C(C(=O)O)C=C1 (4-hydrazinobenzoic acid), Cl (hydrochloric acid), crude product, [N+](=O)([O-])C1=CC=C(C=C1)C(C(C(=O)OC)=NNC1=CC=C(C=C1)S(=O)(=O)O)=O (methyl 3-(4-nitrophenyl)-3-oxo-2-(2-(4-sulfophenyl)hydrazono)-propanoate), C(C)O (ethanol). Product: [N+](=O)([O-])C1=CC=C(C=C1)C1=NN(C(C1=NNC1=CC=C(C=C1)S(=O)(=O)O)=O)C1=CC=C(C=C1)C(=O)OCC (4-((1,5-dihydro-3-(4-nitrophenyl)-5-oxo-1-(4-ethoxycarbonyl phenyl)-4H-pyrazol-4-ylidene)-hydrazino)-benzenesulfonic acid), solid. Isolated yield 54.0%. RXN SMILES: [N+:1]([C:4]1[CH:9]=[CH:8][C:7]([C:10](=O)[C:11](=[N:16][NH:17][C:18]2[CH:23]=[CH:22][C:21]([S:24]([OH:27])(=[O:26])=[O:25])=[CH:20][CH:19]=2)[C:12]([O:14]C)=O)=[CH:6][CH:5]=1)([O-:3])=[O:2].[NH:29]([C:31]1[CH:39]=[CH:38][C:34]([C:35]([OH:37])=[O:36])=[CH:33][CH:32]=1)[NH2:30].Cl.[CH2:41](O)[CH3:42]>>[N+:1]([C:4]1[CH:9]=[CH:8][C:7]([C:10]2[C:11](=[N:16][NH:17][C:18]3[CH:19]=[CH:20][C:21]([S:24]([OH:27])(=[O:25])=[O:26])=[CH:22][CH:23]=3)[C:12](=[O:14])[N:29]([C:31]3[CH:32]=[CH:33][C:34]([C:35]([O:37][CH2:41][CH3:42])=[O:36])=[CH:38][CH:39]=3)[N:30]=2)=[CH:6][CH:5]=1)([O-:3])=[O:2]. Reported procedure: The crude product methyl 3-(4-nitrophenyl)-3-oxo-2-(2-(4-sulfophenyl)hydrazono)-propanoate (200 mg, 0.49 mmol) (synthesized as described for II -1) was dissolved in ethanol (10 ml), and 4-hydrazinobenzoic acid (90 mg, 0.59 mmol) and hydrochloric acid (37%, 0.2 ml) were added. The product 4-((1,5-dihydro-3-(4-nitrophenyl)-5-oxo-1-(4-ethoxycarbonyl phenyl)-4H-pyrazol-4-ylidene)-hydrazino)-benzenesulfonic acid was isolated by filtration as an orange solid (yield 54%).